This data is from the Open Reaction Database (ORD), a public repository of structured organic reaction records. The task is: describe an organic reaction: reactants, conditions, products, and yield The reactants are CN(C)CCO, ClCCl, COc1ccc(C2(O)OC(=O)C(c3ccc4c(c3)OCO4)=C2Cc2cc(OC)c(OC)c(OC)c2)cc1. Yields the product COc1ccc(C2(OCCN(C)C)OC(=O)C(c3ccc4c(c3)OCO4)=C2Cc2cc(OC)c(OC)c(OC)c2)cc1. RXN SMILES: [CH3:38][N:39]([CH2:40][CH2:41][OH:42])[CH3:43].[Cl:44][CH2:45][Cl:46].[O:1]1[CH2:2][O:3][c:4]2[c:5]1[cH:6][cH:7][c:8]([C:10]1=[C:14]([CH2:15][c:16]3[cH:17][c:18]([O:26][CH3:27])[c:19]([O:24][CH3:25])[c:20]([O:22][CH3:23])[cH:21]3)[C:13]([c:28]3[cH:29][cH:30][c:31]([O:34][CH3:35])[cH:32][cH:33]3)([OH:36])[O:12][C:11]1=[O:37])[cH:9]2>>[O:1]1[CH2:2][O:3][c:4]2[c:5]1[cH:6][cH:7][c:8]([C:10]1=[C:14]([CH2:15][c:16]3[cH:17][c:18]([O:26][CH3:27])[c:19]([O:24][CH3:25])[c:20]([O:22][CH3:23])[cH:21]3)[C:13]([c:28]3[cH:29][cH:30][c:31]([O:34][CH3:35])[cH:32][cH:33]3)([O:36][CH2:41][CH2:40][N:39]([CH3:38])[CH3:43])[O:12][C:11]1=[O:37])[cH:9]2. Reactants: CC1=C(C(=CC(=C1)[N+](=O)[O-])C)N=C1NCCN1 (2-(2,6-dimethyl-4-nitrophenylimino)imidazolidine), Cl (hydrochloric acid). Reagents/catalysts: [Fe] (iron). Yields the product Cl.Cl.NC1=CC(=C(C(=C1)C)N=C1NCCN1)C (2-(4-amino-2,6-dimethylphenylimino)imidazolidine dihydrochloride). Reaction SMILES: [CH3:1][C:2]1[CH:7]=[C:6]([N+:8]([O-])=O)[CH:5]=[C:4]([CH3:11])[C:3]=1[N:12]=[C:13]1[NH:17][CH2:16][CH2:15][NH:14]1.[ClH:18]>C(O)C.[Fe]>[ClH:18].[ClH:18].[NH2:8][C:6]1[CH:5]=[C:4]([CH3:11])[C:3]([N:12]=[C:13]2[NH:14][CH2:15][CH2:16][NH:17]2)=[C:2]([CH3:1])[CH:7]=1 |f:4.5.6|. Reported procedure: The 2-(2,6-dimethyl-4-nitrophenylimino)imidazolidine (8.75 g) was reduced with iron and hydrochloric acid in aqueous ethanol according to the process of Example 12. The product was chromatographed on a silica column and eluted with a methanol in methylene chloride gradient. The fractions containing the required compound were evaporated and the residue was treated with ethanolic hydrochloric acid to give 2-(4-amino-2,6-dimethylphenylimino)imidazolidine dihydrochloride. An analytical sample was re... The solvent is C(C)O (ethanol). The reactants are CC(C(=O)[O-])(C(=O)[O-])C (Dimethylmalonate), [OH-].[K+] (potassium hydroxide), Cl (hydrochloric acid), [Na] (Sodium), C1(CCC1)=CC(C)=O (1-cyclobutylidenepropan-2-one). The solvent is CO (methanol), O (water). Run at temperature 35 celsius. The product is OC1=CC(CC2(CC2)C1)=O (7-Hydroxyspiro[2.5]oct-6-en-5-one). RXN SMILES: [Na].C[C:3](C)([C:7]([O-:9])=O)[C:4]([O-])=[O:5].[C:11]1(=[CH:15]C(=O)C)[CH2:14][CH2:13][CH2:12]1.[OH-].[K+].Cl>O.CO>[OH:9][C:7]1[CH2:12][C:11]2([CH2:13][CH2:14]2)[CH2:15][C:4](=[O:5])[CH:3]=1 |f:3.4,^1:0|. Reported procedure: 5.75 g Sodium added in portions to 240 ml of methanol and the solution is heated to reflux for 1 hour. 28.4 ml Dimethylmalonate are added and the mixture is heated to reflux for another 10 minutes. The mixture is cooled to 35° C., 350 g 1-cyclobutylidenepropan-2-one (7% in 1,2-dichlorobenzene) are added and the mixture is refluxed for 1 hour. After recooling to room temperature a solution of 28.0 g potassium hydroxide in 130 ml water are added and the mixture is refluxed for 1 hour. The mixture ... Starting materials: saturated aqueous solution, [Cl-].[NH4+] (ammonium chloride), [OH-].[Na+] (sodium hydroxide), solution, C(CCC)[Li] (butyllithium), BrC1=NC=C(C=C1)Br (2,5-dibromopyridine), 000, 000, concentrated aqueous solution, N12CC(C(CC1)CC2)=O (1-azabicyclo[2.2.2]octan-3-one). Solvent: CCCCCC (hexane), C(C)OCC (ethyl ether), C(C)OCC (ethyl ether). Reaction conditions: temperature -67 celsius, time 45 minute. Product: OC1(CN2CCC1CC2)C=2C=CC(=NC2)Br (3-Hydroxy-3-(2-bromopyridin-5-yl)-1-azabicyclo[2.2.2]octane). Reaction SMILES: [Br:1][C:2]1[CH:7]=[CH:6][C:5](Br)=[CH:4][N:3]=1.C([Li])CCC.[N:14]12[CH2:21][CH2:20][CH:17]([CH2:18][CH2:19]1)[C:16](=[O:22])[CH2:15]2.[Cl-].[NH4+].[OH-].[Na+]>CCCCCC.C(OCC)C>[OH:22][C:16]1([C:5]2[CH:6]=[CH:7][C:2]([Br:1])=[N:3][CH:4]=2)[CH:17]2[CH2:20][CH2:21][N:14]([CH2:19][CH2:18]2)[CH2:15]1 |f:3.4,5.6|. Procedure details: 27.6 g (0.116 mol) of 2,5-dibromopyridine in 1 000 ml of ethyl ether are introduced into a 2 000 ml three-necked flask, the reaction mixture is cooled to −67° C. and 56 ml (0.140 mol) of a 2.5 M solution of butyllithium in hexane are added dropwise in 10 min. The mixture is stirred at −67° C. for 45 min before adding 14.5 g (0.116 mol) of 1-azabicyclo[2.2.2]octan-3-one in solution in 150 ml of ethyl ether in 45 min, and the mixture is stirred at −67° C. for 3 h. 300 ml of a saturated aqueous sol... Reactants: OC=1C(=C(N(C1)C)CC(=O)OCC)C(=O)OCC (Ethyl 4-hydroxy-3-ethoxycarbonyl-1-methylpyrrole-2-acetate), CN(C(=O)N)N=O (N-methyl-N-nitrosourea), [OH-].[K+] (potassium hydroxide), [N+](=[N-])=C (diazomethane). Run in C(C)OCC (diethyl ether). Conditions: time 0.5 hour. Product: COC=1C(=C(N(C1)C)CC(=O)OCC)C(=O)OCC (ethyl 4-methoxy-3-ethoxycarbonyl-1-methylpyrrole-2-acetate). As a reaction SMILES: [OH:1][C:2]1[C:3]([C:14]([O:16][CH2:17][CH3:18])=[O:15])=[C:4]([CH2:8][C:9]([O:11][CH2:12][CH3:13])=[O:10])[N:5]([CH3:7])[CH:6]=1.[N+](=[CH2:21])=[N-].CN(N=O)C(N)=O.[OH-].[K+]>C(OCC)C>[CH3:21][O:1][C:2]1[C:3]([C:14]([O:16][CH2:17][CH3:18])=[O:15])=[C:4]([CH2:8][C:9]([O:11][CH2:12][CH3:13])=[O:10])[N:5]([CH3:7])[CH:6]=1 |f:3.4|. Procedure: Ethyl 4-hydroxy-3-ethoxycarbonyl-1-methylpyrrole-2-acetate (20 mmole) is dissolved in 10 μl of diethyl ether containing diazomethane freshly prepared from N-methyl-N-nitrosourea and potassium hydroxide. After the reaction is allowed to stand at room temperature for about 0.5 hour, the ether is evaporated under reduced pressure at mild temperature and the residue, i.e., crude ethyl-4-methoxy-3-ethoxycarbonyl-1-methylpyrrole-2-acetate, is used in the next step without further purification. The reactants are ClCCl, CCOC(=O)c1ccc(F)nc1F, NC1CCCCC1. The product is CCOC(=O)c1ccc(F)nc1NC1CCCCC1. Reaction SMILES: [CH2:21]([Cl:22])[Cl:23].[F:1][c:2]1[c:3]([C:4](=[O:5])[O:6][CH2:7][CH3:8])[cH:9][cH:10][c:11]([F:13])[n:12]1.[NH2:14][CH:15]1[CH2:16][CH2:17][CH2:18][CH2:19][CH2:20]1>>[c:2]1([NH:14][CH:15]2[CH2:16][CH2:17][CH2:18][CH2:19][CH2:20]2)[c:3]([C:4](=[O:5])[O:6][CH2:7][CH3:8])[cH:9][cH:10][c:11]([F:13])[n:12]1. Starting materials: COC(=O)c1cccc2c(I)cccc12, [Cu], FC(F)(F)I, c1ccncc1. Yields the product COC(=O)c1cccc2c(C(F)(F)F)cccc12. RXN SMILES: [CH3:1][O:2][C:3](=[O:4])[c:5]1[cH:6][cH:7][cH:8][c:9]2[c:10]([I:15])[cH:11][cH:12][cH:13][c:14]12.[Cu:21].[F:16][C:17]([F:18])([F:19])[I:20].[cH:22]1[cH:23][cH:24][n:25][cH:26][cH:27]1>>[CH3:1][O:2][C:3](=[O:4])[c:5]1[cH:6][cH:7][cH:8][c:9]2[c:10]([C:17]([F:16])([F:18])[F:19])[cH:11][cH:12][cH:13][c:14]12. Run in C(Cl)Cl (methylene chloride). Reaction SMILES: [Cl:1][C:2]1[C:7]([OH:8])=[CH:6][C:5]([N:9]2[C:14](=[O:15])[CH:13]=[C:12]([C:16]([F:19])([F:18])[F:17])[N:11]([CH3:20])[C:10]2=[O:21])=[C:4]([F:22])[CH:3]=1.[CH2:23]([N:25]([CH2:33][CH3:34])[C:26]([CH2:28][CH2:29][C:30](O)=[O:31])=[O:27])[CH3:24].C1(N=C=NC2CCCCC2)CCCCC1.N1(C2C=CN=CC=2)CCCC1>C(Cl)Cl>[CH2:33]([N:25]([CH2:23][CH3:24])[C:26]([CH2:28][CH2:29][C:30]([O:8][C:7]1[CH:6]=[C:5]([N:9]2[C:14](=[O:15])[CH:13]=[C:12]([C:16]([F:18])([F:17])[F:19])[N:11]([CH3:20])[C:10]2=[O:21])[C:4]([F:22])=[CH:3][C:2]=1[Cl:1])=[O:31])=[O:27])[CH3:34]. Procedure: using 3-(4-chloro-2-fluoro-5-hydroxyphenyl)-1-methyl-6-trifluoromethyl-2,4(1H,3H)-pyrimidinedione and 3-(diethylcarbamoyl)-propionic acid with N,N'-dicyclohexylcarbodiimide and 4-pyrrolidino-pyridine as the catalyst in methylene chloride there is obtained 2-chloro-5-[3,6-dihydro-2,6-dioxo-3-methyl-4-trifluoromethyl-1(2H)-pyrimidinyl]-4-fluorophenyl 3-(diethylcarbamoyl)propionate, m.p. 91°-93° C. Reactants: ClC1=CC(=C(C=C1O)N1C(N(C(=CC1=O)C(F)(F)F)C)=O)F (3-(4-chloro-2-fluoro-5-hydroxyphenyl)-1-methyl-6-trifluoromethyl-2,4(1H,3H)-pyrimidinedione), N1(CCCC1)C1=CC=NC=C1 (4-pyrrolidino-pyridine), C(C)N(C(=O)CCC(=O)O)CC (3-(diethylcarbamoyl)-propionic acid), C1(CCCCC1)N=C=NC1CCCCC1 (N,N'-dicyclohexylcarbodiimide). Yields the product C(C)N(C(=O)CCC(=O)OC1=C(C=C(C(=C1)N1C(N(C(=CC1=O)C(F)(F)F)C)=O)F)Cl)CC (2-chloro-5-[3,6-dihydro-2,6-dioxo-3-methyl-4-trifluoromethyl-1(2H)-pyrimidinyl]-4-fluorophenyl 3-(diethylcarbamoyl)propionate). Starting materials: C1(CCCC1)N1C(C(=CC2=C1N=C(N=C2)S(=O)C)COCC)=O (8-Cyclopentyl-6-ethoxymethyl-2-methanesulfinyl-8H-pyrido[2,3-d]pyrimidin-7-one), C(C)(C)(C)OC(=O)N1CCN(CC1)C=1C=NC(=CC1)N (4-(6-amino-pyridin-3-yl)-piperazine-1-carboxylic acid tert-butyl ester). The solvent is C1(=CC=CC=C1)C (toluene). The product is C(C)(C)(C)OC(=O)N1CCN(CC1)C=1C=NC(=CC1)NC=1N=CC2=C(N1)N(C(C(=C2)COCC)=O)C2CCCC2 (4-[6-(8-cyclopentyl-6-ethoxymethyl-7-oxo-7,8-dihydro-pyrido[2,3-d]pyrimidin-2-ylamino)-pyridin-3-yl]-piperazine-1-carboxylic acid tert-butyl ester). Isolated yield 8.9%. Reaction SMILES: [CH:1]1([N:6]2[C:11]3[N:12]=[C:13](S(C)=O)[N:14]=[CH:15][C:10]=3[CH:9]=[C:8]([CH2:19][O:20][CH2:21][CH3:22])[C:7]2=[O:23])[CH2:5][CH2:4][CH2:3][CH2:2]1.[C:24]([O:28][C:29]([N:31]1[CH2:36][CH2:35][N:34]([C:37]2[CH:38]=[N:39][C:40]([NH2:43])=[CH:41][CH:42]=2)[CH2:33][CH2:32]1)=[O:30])([CH3:27])([CH3:26])[CH3:25]>C1(C)C=CC=CC=1>[C:24]([O:28][C:29]([N:31]1[CH2:36][CH2:35][N:34]([C:37]2[CH:38]=[N:39][C:40]([NH:43][C:13]3[N:14]=[CH:15][C:10]4[CH:9]=[C:8]([CH2:19][O:20][CH2:21][CH3:22])[C:7](=[O:23])[N:6]([CH:1]5[CH2:5][CH2:4][CH2:3][CH2:2]5)[C:11]=4[N:12]=3)=[CH:41][CH:42]=2)[CH2:33][CH2:32]1)=[O:30])([CH3:27])([CH3:25])[CH3:26]. Reported procedure: 8-Cyclopentyl-6-ethoxymethyl-2-methanesulfinyl-8H-pyrido[2,3-d]pyrimidin-7-one (1.0 g, 2.86 mmol) and 4-(6-amino-pyridin-3-yl)-piperazine-1-carboxylic acid tert-butyl ester (1.10 g, 3.95 mmol) were heated to reflux in toluene (10 mL) for 16 hours. The reaction mixture was cooled to room temperature and purified by silica gel chromatography to give 4-[6-(8-cyclopentyl-6-ethoxymethyl-7-oxo-7,8-dihydro-pyrido[2,3-d]pyrimidin-2-ylamino)-pyridin-3-yl]-piperazine-1-carboxylic acid tert-butyl ester as ... Starting materials: CN(C)C=O, Clc1ccc2c(c1)ncc1c3c([nH]c12)CCNC3, O, O=C(Cl)c1cccs1. The product is O=C(c1cccs1)N1CCc2[nH]c3c(cnc4cc(Cl)ccc43)c2C1. RXN SMILES: [CH3:19][N:20]([CH3:21])[CH:22]=[O:23].[Cl:1][c:2]1[cH:3][cH:4][c:5]2[c:6]3[c:7]([cH:8][n:9][c:10]2[cH:11]1)[c:12]1[c:13]([nH:14]3)[CH2:15][CH2:16][NH:17][CH2:18]1.[OH2:32].[s:24]1[c:25]([C:29](=[O:30])[Cl:31])[cH:26][cH:27][cH:28]1>>[Cl:1][c:2]1[cH:3][cH:4][c:5]2[c:6]3[c:7]([cH:8][n:9][c:10]2[cH:11]1)[c:12]1[c:13]([nH:14]3)[CH2:15][CH2:16][N:17]([C:29]([c:25]2[s:24][cH:28][cH:27][cH:26]2)=[O:30])[CH2:18]1.